This data is from the Open Reaction Database (ORD), a public repository of structured organic reaction records. The task is: describe an organic reaction: reactants, conditions, products, and yield The reactants are C(C)(C)(C)OC(=O)C(C(=O)OC)CO (Methyl 2-(tert-butoxycarbonyl)-3-hydroxypropanoate), CCN(C(C)C)C(C)C (DIEA), C(C)(=O)OC(C)=O (acetic anhydride). Run in C(Cl)Cl (CH2Cl2), C(Cl)Cl (CH2Cl2). The product is C(C)(=O)OCC(C(=O)OC)C(=O)OC(C)(C)C (Methyl 3-acetoxy-2-(tert-butoxycarbonyl)propanoate). Yield: 97.5%. RXN SMILES: [C:1]([O:5][C:6]([CH:8]([CH2:13][OH:14])[C:9]([O:11][CH3:12])=[O:10])=[O:7])([CH3:4])([CH3:3])[CH3:2].CCN(C(C)C)C(C)C.[C:24](OC(=O)C)(=[O:26])[CH3:25]>C(Cl)Cl>[C:24]([O:14][CH2:13][CH:8]([C:6]([O:5][C:1]([CH3:2])([CH3:4])[CH3:3])=[O:7])[C:9]([O:11][CH3:12])=[O:10])(=[O:26])[CH3:25]. Procedure details: methyl 2-(tertbutoxycarbonyl)-3-hydroxypropanoate (29) (2.2 g, 10.0 mmol, 1.0 equiv.) was added to a 100 mL RBF followed by CH2Cl2 (40 mL). Next, DIEA (2.1 mL, 12.0 mmol, 1.2 equiv.) and acetic anhydride (1.2 mL, 13.0 mmol, 1.3 equiv.) were added to the reaction mixture and the solution was stirred at rt. The reaction solution was stirred for a total of 21 h. The solution was transferred to a separatory funnel with CH2Cl2 (75 mL), washed with 1% HCl (2×50 mL), and sat. NaCl (2×50 mL). The organi... The reactants are O1CCCC1.C1(=CC=CC=C1)C (tetrahydrofuran toluene), [Cl-].FC1=CC=C(C=C1)[Zn+] (4-fluorophenyl zinc chloride), IC1=CC=C(C=C1)C1CC[Si](CC1)(CCC)C1=CC=CC=C1 (4-(4-iodophenyl)-1-phenyl-1-n-propyl-1-silacyclohexane), [Cl-].[NH4+] (ammonium chloride). The reagents and catalysts are [Pd].C1(=CC=CC=C1)P(C1=CC=CC=C1)C1=CC=CC=C1.C1(=CC=CC=C1)P(C1=CC=CC=C1)C1=CC=CC=C1.C1(=CC=CC=C1)P(C1=CC=CC=C1)C1=CC=CC=C1.C1(=CC=CC=C1)P(C1=CC=CC=C1)C1=CC=CC=C1 (tetrakis (triphenylphosphine) palladium(0)). Solvent: O1CCCC1 (tetrahydrofuran), C(C)(=O)OCC (ethyl acetate). Reaction conditions: time 8 hour. Product: FC1=CC=C(C=C1)C1=CC=C(C=C1)C1CC[Si](CC1)(CCC)C1=CC=CC=C1 (4-(4-(4-fluorophenyl)phenyl)-1-phenyl-1-n-propyl-1-silacyclohexane). Reaction SMILES: O1CCCC1.C1(C)C=CC=CC=1.[Cl-].[F:14][C:15]1[CH:20]=[CH:19][C:18]([Zn+])=[CH:17][CH:16]=1.I[C:23]1[CH:28]=[CH:27][C:26]([CH:29]2[CH2:34][CH2:33][Si:32]([C:38]3[CH:43]=[CH:42][CH:41]=[CH:40][CH:39]=3)([CH2:35][CH2:36][CH3:37])[CH2:31][CH2:30]2)=[CH:25][CH:24]=1.[Cl-].[NH4+]>[Pd].C1(P(C2C=CC=CC=2)C2C=CC=CC=2)C=CC=CC=1.C1(P(C2C=CC=CC=2)C2C=CC=CC=2)C=CC=CC=1.C1(P(C2C=CC=CC=2)C2C=CC=CC=2)C=CC=CC=1.C1(P(C2C=CC=CC=2)C2C=CC=CC=2)C=CC=CC=1.C(OCC)(=O)C.O1CCCC1>[F:14][C:15]1[CH:20]=[CH:19][C:18]([C:23]2[CH:24]=[CH:25][C:26]([CH:29]3[CH2:30][CH2:31][Si:32]([C:38]4[CH:43]=[CH:42][CH:41]=[CH:40][CH:39]=4)([CH2:35][CH2:36][CH3:37])[CH2:33][CH2:34]3)=[CH:27][CH:28]=2)=[CH:17][CH:16]=1 |f:0.1,2.3,5.6,7.8.9.10.11|. Procedure details: A 15 ml tetrahydrofuran-toluene (1:1) solution of 1.0M 4-fluorophenyl zinc chloride was dripped into a mixture of 4.20 g of 4-(4-iodophenyl)-1-phenyl-1-n-propyl-1-silacyclohexane, 30 mg of tetrakis (triphenylphosphine) palladium(0) and 30 ml of tetrahydrofuran. After stirring for 8 hours at room temperature, the mixture was poured into a saturated aqueous solution of ammonium chloride and extraction was conducted using ethyl acetate. Using conventional washing, drying and concentration processes... The reactants are O=C([O-])[O-], CS(C)=O, Cc1cc(F)cc(N)c1[N+](=O)[O-], [K+], [K+], C1=NCCCN1, O. The product is Cc1cc(N2C=NCCC2)cc(N)c1[N+](=O)[O-]. RXN SMILES: [C:19](=[O:20])([O-:21])[O-:22].[CH3:25][S:26]([CH3:27])=[O:28].[F:1][c:2]1[cH:3][c:4]([CH3:12])[c:5]([N+:9](=[O:10])[O-:11])[c:6]([NH2:7])[cH:8]1.[K+:23].[K+:24].[NH:13]1[CH:14]=[N:15][CH2:16][CH2:17][CH2:18]1.[OH2:29]>>[c:2]1([N:15]2[CH:14]=[N:13][CH2:18][CH2:17][CH2:16]2)[cH:3][c:4]([CH3:12])[c:5]([N+:9](=[O:10])[O-:11])[c:6]([NH2:7])[cH:8]1. Product: ClC=1C=C(C(=O)NC2=CC=C(C=C2)O)C=CC1Cl (3,4-dichloro-N-(4-hydroxyphenyl)-benzamide). Reaction SMILES: [NH2:1][C:2]1[CH:7]=[CH:6][C:5]([OH:8])=[CH:4][CH:3]=1.N1C=CC=CC=1.[Cl:15][C:16]1[CH:17]=[C:18]([CH:22]=[CH:23][C:24]=1[Cl:25])[C:19](Cl)=[O:20]>CN(C=O)C.C(OCC)(=O)C.Cl>[Cl:15][C:16]1[CH:17]=[C:18]([CH:22]=[CH:23][C:24]=1[Cl:25])[C:19]([NH:1][C:2]1[CH:7]=[CH:6][C:5]([OH:8])=[CH:4][CH:3]=1)=[O:20]. Run in CN(C)C=O (DMF), C(C)(=O)OCC (ethyl acetate), Cl (HCl), CN(C)C=O (DMF). Reported procedure: 4-Aminophenol (1.9 g, 17 mmol) was diluted with DMF (40 mL) followed by the addition of pyridine (0.978) (1.4 mL, 17 mmol) and 3,4-dichlorobenzoyl chloride (3.0 g, 14 mmol) in 5 mL of DMF. After stirring for 12 hours, the reaction mixture was diluted with ethyl acetate and 2N HCl. The aqueous layer was extracted once with ethyl acetate. The organics were combined, washed with water, brine, dried over MgSO4, filtered and concentrated onto silica gel. The material was purified using a biotage 40M ... Conditions: time 12 hour. The yield is 38.0%. The reactants are N1=CC=CC=C1 (pyridine), ClC=1C=C(C(=O)Cl)C=CC1Cl (3,4-dichlorobenzoyl chloride), NC1=CC=C(C=C1)O (4-Aminophenol). The reactants are CCO, COC(=O)C(Oc1nc(OC)cc(OC)n1)c1ccccc1, [K+], [OH-], O. Yields the product COc1cc(OC)nc(OC(C(=O)O)c2ccccc2)n1. RXN SMILES: [CH2:25]([OH:26])[CH3:27].[CH3:1][O:2][c:3]1[n:4][c:5]([O:11][CH:12]([C:13](=[O:14])[O:15][CH3:16])[c:17]2[cH:18][cH:19][cH:20][cH:21][cH:22]2)[n:6][c:7]([O:9][CH3:10])[cH:8]1.[K+:24].[OH-:23].[OH2:28]>>[CH3:1][O:2][c:3]1[n:4][c:5]([O:11][CH:12]([C:13](=[O:14])[OH:15])[c:17]2[cH:18][cH:19][cH:20][cH:21][cH:22]2)[n:6][c:7]([O:9][CH3:10])[cH:8]1. Reactants: BrCc1ccccc1, CN(C)C=O, COC(=O)c1cc2ccc(Cc3ncc[nH]3)cc2[nH]1, [H-], [Na+], O. Yields the product COC(=O)c1cc2ccc(Cc3ncc[nH]3)cc2n1Cc1ccccc1. RXN SMILES: [Br:22][CH2:23][c:24]1[cH:25][cH:26][cH:27][cH:28][cH:29]1.[CH3:31][N:32]([CH3:33])[CH:34]=[O:35].[CH3:3][O:4][C:5](=[O:6])[c:7]1[nH:8][c:9]2[cH:10][c:11]([CH2:16][c:17]3[nH:18][cH:19][cH:20][n:21]3)[cH:12][cH:13][c:14]2[cH:15]1.[H-:1].[Na+:2].[OH2:30]>>[CH3:3][O:4][C:5](=[O:6])[c:7]1[n:8]([CH2:23][c:24]2[cH:25][cH:26][cH:27][cH:28][cH:29]2)[c:9]2[cH:10][c:11]([CH2:16][c:17]3[n:18][cH:19][cH:20][nH:21]3)[cH:12][cH:13][c:14]2[cH:15]1. Reactants: CN(C)C=O, CCO, [Cl-], [Fe], O=[N+]([O-])c1ccc(Sc2ncnc3[nH]c(-c4ccccc4)cc23)s1, [NH4+], C1CCOC1, O. Yields the product Nc1ccc(Sc2ncnc3[nH]c(-c4ccccc4)cc23)s1. As a reaction SMILES: [CH3:3][N:4]([CH3:5])[CH:6]=[O:7].[CH3:8][CH2:9][OH:10].[Cl-:1].[Fe:35].[N+:11]([O-:12])(=[O:13])[c:14]1[cH:15][cH:16][c:17]([S:19][c:20]2[c:21]3[c:22]([n:23][cH:24][n:25]2)[nH:26][c:27](-[c:29]2[cH:30][cH:31][cH:32][cH:33][cH:34]2)[cH:28]3)[s:18]1.[NH4+:2].[O:36]1[CH2:37][CH2:38][CH2:39][CH2:40]1.[OH2:41]>>[NH2:11][c:14]1[cH:15][cH:16][c:17]([S:19][c:20]2[c:21]3[c:22]([n:23][cH:24][n:25]2)[nH:26][c:27](-[c:29]2[cH:30][cH:31][cH:32][cH:33][cH:34]2)[cH:28]3)[s:18]1.